From a dataset of the Open Reaction Database (ORD), a public repository of structured organic reaction records. describe an organic reaction: reactants, conditions, products, and yield The reactants are FC1=C(C=C(C=C1)N1CCNCC1)C(F)(F)F (1-(4-fluoro-3-trifluoromethyl-phenyl)-piperazine), BrCCC (1-bromopropane). Yields the product FC1=C(C=C(C=C1)N1CCN(CC1)CCC)C(F)(F)F (1-(4-Fluoro-3-trifluoromethyl-phenyl)-4-propyl-piperazine). RXN SMILES: [F:1][C:2]1[CH:7]=[CH:6][C:5]([N:8]2[CH2:13][CH2:12][NH:11][CH2:10][CH2:9]2)=[CH:4][C:3]=1[C:14]([F:17])([F:16])[F:15].Br[CH2:19][CH2:20][CH3:21]>>[F:1][C:2]1[CH:7]=[CH:6][C:5]([N:8]2[CH2:13][CH2:12][N:11]([CH2:19][CH2:20][CH3:21])[CH2:10][CH2:9]2)=[CH:4][C:3]=1[C:14]([F:15])([F:17])[F:16]. Procedure details: Beginning with 1-(4-fluoro-3-trifluoromethyl-phenyl)-piperazine and 1-bromopropane, the title compound was recovered by the procedure described in Example 2. m.p. 238° C. (HCl); MS m/z (rel. intensity, 70 eV) 290 (M+, 17), 261 (70), 190 (34), 70 (bp), 56 (44). Reactants: C(C)OC(=O)C=1N(C(C=CC1CBr)=O)CC1=CC=CC=C1 (1-benzyl-3-bromomethyl-6-oxo-1,6-dihydro-pyridine-2-carboxylic acid ethyl ester), COC(CNS(=O)(=O)C1=CC=C(C=C1)C)=O ((toluene-4-sulfonylamino)-acetic acid methyl ester), [I-].[Na+] (sodium iodide), C([O-])([O-])=O.[K+].[K+] (potassium carbonate). Solvent: CN(C)C=O (DMF), [Cl-].[Na+].O (Brine). Reaction conditions: time 16 hour. The product is C(C)OC(=O)C=1N(C(C=CC1CN(S(=O)(=O)C1=CC=C(C=C1)C)CC(=O)OC)=O)CC1=CC=CC=C1 (1-Benzyl-3-{[methoxycarbonylmethyl-(toluene-4-sulfonyl)-amino]-methyl}-6-oxo-1,6-dihydro-pyridine-2-carboxylic acid ethyl ester). Yield: 65.0%. As a reaction SMILES: [CH2:1]([O:3][C:4]([C:6]1[N:7]([CH2:15][C:16]2[CH:21]=[CH:20][CH:19]=[CH:18][CH:17]=2)[C:8](=[O:14])[CH:9]=[CH:10][C:11]=1[CH2:12]Br)=[O:5])[CH3:2].[CH3:22][O:23][C:24](=[O:37])[CH2:25][NH:26][S:27]([C:30]1[CH:35]=[CH:34][C:33]([CH3:36])=[CH:32][CH:31]=1)(=[O:29])=[O:28].[I-].[Na+].C(=O)([O-])[O-].[K+].[K+]>CN(C=O)C.[Cl-].[Na+].O>[CH2:1]([O:3][C:4]([C:6]1[N:7]([CH2:15][C:16]2[CH:21]=[CH:20][CH:19]=[CH:18][CH:17]=2)[C:8](=[O:14])[CH:9]=[CH:10][C:11]=1[CH2:12][N:26]([CH2:25][C:24]([O:23][CH3:22])=[O:37])[S:27]([C:30]1[CH:31]=[CH:32][C:33]([CH3:36])=[CH:34][CH:35]=1)(=[O:29])=[O:28])=[O:5])[CH3:2] |f:2.3,4.5.6,8.9.10|. Procedure: A mixture of 1-benzyl-3-bromomethyl-6-oxo-1,6-dihydro-pyridine-2-carboxylic acid ethyl ester (147 mg, 0.42 mmol), (toluene-4-sulfonylamino)-acetic acid methyl ester (112 mg, 0.46 mmol), sodium iodide (126 mg, 0.84 mmol) and potassium carbonate (116 mg, 0.84 mmol) in DMF (4 mL) was stirred at r.t. for 16 h. Brine (20 mL) were added, and the mixture was extracted with EtOAc. The organic layers were combined, washed with water, and dried over MgSO4. After evaporating the solvent in vacuo, the crude... Reactants: C(C)(=O)OCC (Ethyl acetate), [Na] (sodium), FCCNC(=O)N1C=CC2=CC(=CC=C12)OC1=CC(=NC=C1)NC(=O)C1CCN(CC1)C(=O)OC(C)(C)C (N1-(2-fluoroethyl)-5-[(2-{[(1-tert-butyloxycarbonyl-4-piperidyl)carbonyl]amino}-4-pyridyl)oxy]-1H-1-indolecarboxamide). The solvent is FC(C(=O)O)(F)F (trifluoroacetic acid). Conditions: time 10 minute. The product is FCCNC(=O)N1C=CC2=CC(=CC=C12)OC1=CC(=NC=C1)NC(=O)C1CCNCC1 (N1-(2-Fluoroethyl)-5-({2-[(4-piperidylcarbonyl)amino]-4-pyridyl}oxy)-1H-1-indolecarboxamide). Isolated yield 66.4%. Reaction SMILES: [F:1][CH2:2][CH2:3][NH:4][C:5]([N:7]1[C:15]2[C:10](=[CH:11][C:12]([O:16][C:17]3[CH:22]=[CH:21][N:20]=[C:19]([NH:23][C:24]([CH:26]4[CH2:31][CH2:30][N:29](C(OC(C)(C)C)=O)[CH2:28][CH2:27]4)=[O:25])[CH:18]=3)=[CH:13][CH:14]=2)[CH:9]=[CH:8]1)=[O:6].C(OCC)(=O)C.[Na]>FC(F)(F)C(O)=O>[F:1][CH2:2][CH2:3][NH:4][C:5]([N:7]1[C:15]2[C:10](=[CH:11][C:12]([O:16][C:17]3[CH:22]=[CH:21][N:20]=[C:19]([NH:23][C:24]([CH:26]4[CH2:27][CH2:28][NH:29][CH2:30][CH2:31]4)=[O:25])[CH:18]=3)=[CH:13][CH:14]=2)[CH:9]=[CH:8]1)=[O:6] |^1:44|. Procedure details: After dissolving 160 mg of N1-(2-fluoroethyl)-5-[(2-{[(1-tert-butyloxycarbonyl-4-piperidyl)carbonyl]amino}-4-pyridyl)oxy]-1H-1-indolecarboxamide in 10 ml of trifluoroacetic acid, the solution was stirred at room temperature for 10 minutes. Ethyl acetate and sodium bicarnobate water were added to alkalinity for liquid separation. The ethyl acetate layer was washed once with brine and dried over magnesium sulfate. The solvent was distilled off under reduced pressure to obtain 86 mg of a colorless ...